From a dataset of the Open Reaction Database (ORD), a public repository of structured organic reaction records. describe an organic reaction: reactants, conditions, products, and yield Starting materials: Br, CC(=O)O, COc1ccc(C2(C)Cc3cc(OCC(=O)O)c(Cl)c(Cl)c3C2=O)cc1. Product: CC1(c2ccc(O)cc2)Cc2cc(OCC(=O)O)c(Cl)c(Cl)c2C1=O. RXN SMILES: [BrH:27].[CH3:28][C:29](=[O:30])[OH:31].[O:1]=[C:2]1[C:3]([CH3:18])([c:19]2[cH:20][cH:21][c:22]([O:25][CH3:26])[cH:23][cH:24]2)[CH2:4][c:5]2[cH:6][c:7]([O:13][CH2:14][C:15](=[O:16])[OH:17])[c:8]([Cl:12])[c:9]([Cl:11])[c:10]21>>[O:1]=[C:2]1[C:3]([CH3:18])([c:19]2[cH:20][cH:21][c:22]([OH:25])[cH:23][cH:24]2)[CH2:4][c:5]2[cH:6][c:7]([O:13][CH2:14][C:15](=[O:16])[OH:17])[c:8]([Cl:12])[c:9]([Cl:11])[c:10]21. Starting materials: [H][H] (hydrogen), [N+](=O)([O-])CC(CP(OCC)(=O)C(OCC)OCC)C1=CC=CC=C1 (ethyl 3-nitro-2-phenylpropyl(diethoxymethyl)phosphinate), solution, N (ammonia). The reagents and catalysts are [Ni] (Raney Nickel). Run in C(C)O (ethanol), C(C)O (ethanol). Product: NCC(CP(OCC)(=O)C(OCC)OCC)C1=CC=CC=C1 (ethyl 3-amino-2-phenylpropyl(diethoxymethyl)phosphinate). Reaction SMILES: [N+:1]([CH2:4][CH:5]([C:19]1[CH:24]=[CH:23][CH:22]=[CH:21][CH:20]=1)[CH2:6][P:7]([CH:12]([O:16][CH2:17][CH3:18])[O:13][CH2:14][CH3:15])(=[O:11])[O:8][CH2:9][CH3:10])([O-])=O.N.[H][H]>C(O)C.[Ni]>[NH2:1][CH2:4][CH:5]([C:19]1[CH:20]=[CH:21][CH:22]=[CH:23][CH:24]=1)[CH2:6][P:7]([CH:12]([O:16][CH2:17][CH3:18])[O:13][CH2:14][CH3:15])(=[O:11])[O:8][CH2:9][CH3:10]. Procedure: A solution of 1.0 g of ethyl 3-nitro-2-phenylpropyl(diethoxymethyl)phosphinate in 25 ml of ethanol is added to 25 g of an 8% solution of ammonia in ethanol. To this are added 0.5 ml of Raney Nickel and the resulting mixture hydrogenated at 1 bar until the theoretical amount of hydrogen has been taken up. The mixture is then filtered and the filtrate is concentrated under reduced pressure to give ethyl 3-amino-2-phenylpropyl(diethoxymethyl)phosphinate as a viscous oil, 31P=+44.4 ppm (CDCl3). Starting materials: BrC=1C=NC=C(C1)Br (3,5-Dibromopyridine), C[O-].[Na+] (sodium methoxide), O (water). Run in CO (methanol). Product: BrC=1C=NC=C(C1)OC (3-bromo-5-methoxypyridine). Reaction SMILES: [Br:1][C:2]1[CH:3]=[N:4][CH:5]=[C:6](Br)[CH:7]=1.[CH3:9][O-:10].[Na+].O>CO>[Br:1][C:2]1[CH:3]=[N:4][CH:5]=[C:6]([O:10][CH3:9])[CH:7]=1 |f:1.2|. Reported procedure: 3,5-Dibromopyridine (30.0 g) was added to a stirred solution of sodium methoxide (prepared from 11.6 g of sodium) in methanol (120 ml) and heated to reflux for 70 hours under an atmosphere of nitrogen. The mixture was cooled to ambient temperature, poured into water (1000 ml), extracted with diethyl ether and the extracts combined, washed with water and dried over magnesium sulphate. The solvent was evaporated to give 3-bromo-5-methoxypyridine as a colourless liquid, which slowly crystallised on... RXN SMILES: [Br:15][c:16]1[c:17]([C:23]([CH2:24][C:25]([C:26](=[O:27])[NH:28][c:29]2[cH:30][cH:31][c:32]3[c:33]([c:34]([CH3:39])[n:35][o:36][c:37]3=[O:38])[cH:40]2)=[O:41])([CH3:42])[CH3:43])[cH:18][c:19]([F:22])[cH:20][cH:21]1.[C:9](=[O:10])([O-:11])[O-:12].[CH3:50][CH2:51][O:52][C:53](=[O:54])[CH3:55].[Cs+:13].[Cs+:14].[F:1][C:2]([F:3])([F:4])[Si:5]([CH3:6])([CH3:7])[CH3:8].[O:45]=[CH:46][N:47]([CH3:48])[CH3:49].[SiH4:44]>>[F:1][C:2]([F:3])([F:4])[C:25]([CH2:24][C:23]([c:17]1[c:16]([Br:15])[cH:21][cH:20][c:19]([F:22])[cH:18]1)([CH3:42])[CH3:43])([C:26](=[O:27])[NH:28][c:29]1[cH:30][cH:31][c:32]2[c:33]([c:34]([CH3:39])[n:35][o:36][c:37]2=[O:38])[cH:40]1)[OH:41]. The reactants are Cc1noc(=O)c2ccc(NC(=O)C(=O)CC(C)(C)c3cc(F)ccc3Br)cc12, O=C([O-])[O-], CCOC(C)=O, [Cs+], [Cs+], C[Si](C)(C)C(F)(F)F, CN(C)C=O, [SiH4]. Product: Cc1noc(=O)c2ccc(NC(=O)C(O)(CC(C)(C)c3cc(F)ccc3Br)C(F)(F)F)cc12.